Dataset: the Open Reaction Database (ORD), a public repository of structured organic reaction records. Task: describe an organic reaction: reactants, conditions, products, and yield Starting materials: [N+](=O)([O-])C1=C(N)C=CC=C1 (2-nitroaniline), C(C)OC=C(C(=O)OCC)C(=O)OCC (diethyl ethoxymethylenemalonate). Run in C(C)O (ethanol). Product: [N+](=O)([O-])C1=C(NC=C(C(=O)OCC)C(=O)OCC)C=CC=C1 (diethyl (2-nitroanilino)methylenemalonate). The yield is 88.0%. RXN SMILES: [N+:1]([C:4]1[CH:10]=[CH:9][CH:8]=[CH:7][C:5]=1[NH2:6])([O-:3])=[O:2].C(O[CH:14]=[C:15]([C:21]([O:23][CH2:24][CH3:25])=[O:22])[C:16]([O:18][CH2:19][CH3:20])=[O:17])C>C(O)C>[N+:1]([C:4]1[CH:10]=[CH:9][CH:8]=[CH:7][C:5]=1[NH:6][CH:14]=[C:15]([C:16]([O:18][CH2:19][CH3:20])=[O:17])[C:21]([O:23][CH2:24][CH3:25])=[O:22])([O-:3])=[O:2]. Procedure: A mixture of 2-nitroaniline (41.4 g) and diethyl ethoxymethylenemalonate (66 ml) was heated on a steam bath for 24 hours. The hot reaction mixture was treated with ethanol (300 ml), cooled and filtered to give diethyl (2-nitroanilino)methylenemalonate in 88% yield, mp 104-105° C. Starting materials: BrC1=CC=CC(=N1)NC=1C=2N(N=C(C1)Cl)C(=CN2)C(=O)NC2=C(C=NC=C2)F (8-(6-bromopyridin-2-ylamino)-6-chloro-N-(3-fluoropyridin-4-yl)imidazo[1,2-b]pyridazine-3-carboxamide), [C@H]1(CC[C@H](CC1)N)N (trans-cyclohexane-1,4-diamine), ice water. Run in CN1CCCC1=O (NMP). Conditions: temperature 100 celsius. The product is N[C@@H]1CC[C@H](CC1)NC=1C=C(C=2N(N1)C(=CN2)C(=O)NC2=C(C=NC=C2)F)NC2=NC(=CC=C2)Br (6-(trans-4-aminocyclohexylamino)-8-(6-bromopyridin-2-ylamino)-N-(3-fluoropyridin-4-yl)imidazo[1,2-b]pyridazine-3-carboxamide). Isolated yield 71.0%. Reaction SMILES: [Br:1][C:2]1[N:7]=[C:6]([NH:8][C:9]2[C:10]3[N:11]([C:16]([C:19]([NH:21][C:22]4[CH:27]=[CH:26][N:25]=[CH:24][C:23]=4[F:28])=[O:20])=[CH:17][N:18]=3)[N:12]=[C:13](Cl)[CH:14]=2)[CH:5]=[CH:4][CH:3]=1.[C@H:29]1([NH2:36])[CH2:34][CH2:33][C@H:32]([NH2:35])[CH2:31][CH2:30]1>CN1C(=O)CCC1>[NH2:35][C@H:32]1[CH2:33][CH2:34][C@H:29]([NH:36][C:13]2[CH:14]=[C:9]([NH:8][C:6]3[CH:5]=[CH:4][CH:3]=[C:2]([Br:1])[N:7]=3)[C:10]3[N:11]([C:16]([C:19]([NH:21][C:22]4[CH:27]=[CH:26][N:25]=[CH:24][C:23]=4[F:28])=[O:20])=[CH:17][N:18]=3)[N:12]=2)[CH2:30][CH2:31]1. Procedure details: A mixture of 8-(6-bromopyridin-2-ylamino)-6-chloro-N-(3-fluoropyridin-4-yl)imidazo[1,2-b]pyridazine-3-carboxamide 17A (550 mg, 1.189 mmol) and trans-cyclohexane-1,4-diamine (1.086 g, 9.51 mmol) in NMP (4 mL) was heated at 100° C. overnight. The reaction mixture was cooled to room temperature, and then added to ice water. The yellow solid was collected by filtration, and rinsed with water. The still wet solid pad was azeotroped with DCM/MeOH three times. The resulting solid residue was treated wi... Starting materials: C(C)OP(OCC)(=O)CCN1C=2C(C(C2NCC1)=O)=O ([2-(7,8-dioxo-2,5-diazabicyclo[4.2.0]oct-1(6)-en-2-yl)ethyl]phosphonic acid diethyl ester), Br[Si](C)(C)C (bromotrimethylsilane). Run in ClCCCl (1,2-dichloroethane). Product: O=C1C=2NCCN(C2C1=O)CCP(O)(O)=O ([2-(7,8-Dioxo-2,5-diazabicyclo[4.2.0]oct-1(6)-en-2-yl)ethyl]phosphonic acid). Yield: 57.8%. As a reaction SMILES: C([O:3][P:4]([CH2:9][CH2:10][N:11]1[CH2:18][CH2:17][NH:16][C:15]2[C:14](=[O:19])[C:13](=[O:20])[C:12]1=2)(=[O:8])[O:5]CC)C.Br[Si](C)(C)C>ClCCCl>[O:19]=[C:14]1[C:13](=[O:20])[C:12]2[N:11]([CH2:10][CH2:9][P:4](=[O:3])([OH:5])[OH:8])[CH2:18][CH2:17][NH:16][C:15]1=2. Procedure: A solution of [2-(7,8-dioxo-2,5-diazabicyclo[4.2.0]oct-1(6)-en-2-yl)ethyl]phosphonic acid diethyl ester (0.78 g, 2.6 mmol) and bromotrimethylsilane (2.1 mL, 16 mmol) in dry 1,2-dichloroethane (30 mL) was refluxed under nitrogen for 20 minutes. The cooled reaction mixture was concentrated in vacuo, and the residue was dissolved in water (100 mL) and washed with diethyl ether (3×50 mL). After concentrating the aqueous layer, the residue was recrystallized from water (25 mL) and methanol (300 mL) t... Reagents/catalysts: [Cl-].[Cl-].[Zn+2] (ZnCl2). Procedure details: 8.9 g of p-cresol, 8.9 g of penta-O-acetyl-D-galactopyranose and 0.56 g of ZnCl2 are mixed, heated to 160° C. and kept at this temperature for 30 minutes, according to HELFERICH's method. After cooling to 60° C., the reaction medium is taken up with 400 ml of CH2Cl2 and washed with twice 400 ml of water and then with a solution of sodium hydroxide (≈1N) until the aqueous phase is practically colourless. The organic phase is finally washed with twice 400 ml of water, dried over anhydrous sodium s... The solvent is C(Cl)Cl (CH2Cl2). Isolated yield 29.0%. Reaction conditions: temperature 160 celsius, time 30 minute. The reactants are C1=CC(=CC=C1O)C (p-cresol), C(C)(=O)OC1[C@H](OC(C)=O)[C@@H](OC(C)=O)[C@@H](OC(C)=O)[C@H](O1)COC(C)=O (penta-O-acetyl-D-galactopyranose). As a reaction SMILES: [CH:1]1[C:6]([OH:7])=[CH:5][CH:4]=[C:3]([CH3:8])[CH:2]=1.C(O[CH:13]1[O:30][C@H:29]([CH2:31][O:32][C:33](=[O:35])[CH3:34])[C@H:24]([O:25][C:26](=[O:28])[CH3:27])[C@H:19]([O:20][C:21](=[O:23])[CH3:22])[C@H:14]1[O:15][C:16](=[O:18])[CH3:17])(=O)C>[Cl-].[Cl-].[Zn+2].C(Cl)Cl>[C:16]([O:15][C@@H:14]1[C@@H:19]([O:20][C:21](=[O:23])[CH3:22])[C@@H:24]([O:25][C:26](=[O:28])[CH3:27])[C@@H:29]([CH2:31][O:32][C:33](=[O:35])[CH3:34])[O:30][C@@H:13]1[O:7][C:6]1[CH:5]=[CH:4][C:3]([CH3:8])=[CH:2][CH:1]=1)(=[O:18])[CH3:17] |f:2.3.4|. Yields the product C(C)(=O)O[C@H]1[C@@H](OC2=CC=C(C=C2)C)O[C@@H]([C@@H]([C@@H]1OC(C)=O)OC(C)=O)COC(C)=O (4-Methylphenyl 2,3,4,6-tetra-O-acetyl-α-D-galactopyranoside). Yields the product C(C)(=O)NC(C(=O)NCC1=CC=CC=C1)SCC (2-Acetamido-N-benzyl-2-(ethylmercapto)acetamide). Procedure: Using 2-acetamido-N-benzyl-2-ethoxyacetamide (2.00 g, 8.0 mmol), BF3.Et2O (2.72 g, 19.2 mmol) and EtSH (2.38 g, 38.4 mmol) gave an aqueous reaction mixture. The solution was extracted with CHCl3 (3×100 mL). The combined CHCl3 layers were dried (Na2SO4), and then concentrated in vacuo to give the desired product as white solid. The reactants are C(C)(=O)NC(C(=O)NCC1=CC=CC=C1)OCC (2-acetamido-N-benzyl-2-ethoxyacetamide), B(F)(F)F.CCOCC (BF3.Et2O), CCS (EtSH). As a reaction SMILES: [C:1]([NH:4][CH:5](OCC)[C:6]([NH:8][CH2:9][C:10]1[CH:15]=[CH:14][CH:13]=[CH:12][CH:11]=1)=[O:7])(=[O:3])[CH3:2].B(F)(F)F.CCOCC.[CH3:28][CH2:29][SH:30]>>[C:1]([NH:4][CH:5]([S:30][CH2:29][CH3:28])[C:6]([NH:8][CH2:9][C:10]1[CH:11]=[CH:12][CH:13]=[CH:14][CH:15]=1)=[O:7])(=[O:3])[CH3:2] |f:1.2|. Reactants: CC=1NC(=C(C(C1C(=O)OCC)C1=CC(=CC=C1)[N+](=O)[O-])C(=O)OCCN1C(C=2C(C1=O)=CC=CC2)=O)C (1,4-dihydro-2,6-dimethyl-3-ethoxycarbonyl-4-(3-nitrophenyl)-5-(2-phthalimidoethoxy)carbonyl-pyridine), O.NN (hydrazine hydrate), yellow crystals. Yields the product CC=1NC(=C(C(C1C(=O)OCC)C1=CC(=CC=C1)[N+](=O)[O-])C(=O)OCCN)C (1,4-Dihydro-2,6-dimethyl-3-ethoxycarbonyl-4-(3-nitrophenyl)-5-(2-aminoethoxy)carbonyl-pyridine). RXN SMILES: [CH3:1][C:2]1[NH:3][C:4]([CH3:38])=[C:5]([C:22]([O:24][CH2:25][CH2:26][N:27]2C(=O)C3=CC=CC=C3C2=O)=[O:23])[CH:6]([C:13]2[CH:18]=[CH:17][CH:16]=[C:15]([N+:19]([O-:21])=[O:20])[CH:14]=2)[C:7]=1[C:8]([O:10][CH2:11][CH3:12])=[O:9].O.NN>>[CH3:1][C:2]1[NH:3][C:4]([CH3:38])=[C:5]([C:22]([O:24][CH2:25][CH2:26][NH2:27])=[O:23])[CH:6]([C:13]2[CH:18]=[CH:17][CH:16]=[C:15]([N+:19]([O-:21])=[O:20])[CH:14]=2)[C:7]=1[C:8]([O:10][CH2:11][CH3:12])=[O:9] |f:1.2|. Procedure details: Prepared by a method analogous to that of Example 1(b) from 20.78 g (40 mmol) of 1,4-dihydro-2,6-dimethyl-3-ethoxycarbonyl-4-(3-nitrophenyl)-5-(2-phthalimidoethoxy)carbonyl-pyridine and 5.83 ml (120 mmol) of hydrazine hydrate. 13.39 g (86%) of yellow crystals, melting point 137°-139° C. Reactants: CC(C)(C#N)c1cccc(C(=O)Nc2cccc(Oc3ccc([N+](=O)[O-])cc3C#N)c2)c1, CCO, [Ca+2], [Cl-], [Cl-], [Fe]. Product: CC(C)(C#N)c1cccc(C(=O)Nc2cccc(Oc3ccc(N)cc3C#N)c2)c1. RXN SMILES: [C:1](#[N:2])[C:3]([CH3:4])([CH3:5])[c:6]1[cH:7][c:8]([C:9](=[O:10])[NH:11][c:12]2[cH:13][c:14]([O:18][c:19]3[c:20]([C:28]#[N:29])[cH:21][c:22]([N+:25]([O-:26])=[O:27])[cH:23][cH:24]3)[cH:15][cH:16][cH:17]2)[cH:30][cH:31][cH:32]1.[CH3:36][CH2:37][OH:38].[Ca+2:35].[Cl-:33].[Cl-:34].[Fe:39]>>[C:1](#[N:2])[C:3]([CH3:4])([CH3:5])[c:6]1[cH:7][c:8]([C:9](=[O:10])[NH:11][c:12]2[cH:13][c:14]([O:18][c:19]3[c:20]([C:28]#[N:29])[cH:21][c:22]([NH2:25])[cH:23][cH:24]3)[cH:15][cH:16][cH:17]2)[cH:30][cH:31][cH:32]1. Reactants: ClC=1C=CC(=C(C1)C1=CC(=NC=C1OC)OC)OC(F)F (4-[5-chloro-2-(difluoromethoxy)phenyl]-2,5-dimethoxypyridine), Br.[NH+]1=CC=CC=C1 (pyridinium hydrobromide). Yields the product ClC=1C=CC(=C(C1)C1=CC(NC=C1OC)=O)OC(F)F (4-[5-Chloro-2-(difluoromethoxy)phenyl]-5-methoxypyridin-2(1H)-one). Reaction SMILES: [Cl:1][C:2]1[CH:3]=[CH:4][C:5]([O:18][CH:19]([F:21])[F:20])=[C:6]([C:8]2[C:13]([O:14][CH3:15])=[CH:12][N:11]=[C:10]([O:16]C)[CH:9]=2)[CH:7]=1.Br.[NH+]1C=CC=CC=1>>[Cl:1][C:2]1[CH:3]=[CH:4][C:5]([O:18][CH:19]([F:21])[F:20])=[C:6]([C:8]2[C:13]([O:14][CH3:15])=[CH:12][NH:11][C:10](=[O:16])[CH:9]=2)[CH:7]=1 |f:1.2|. Reported procedure: 170 mg (purity 90%, 0.49 mmol) of 4-[5-chloro-2-(difluoromethoxy)phenyl]-2,5-dimethoxypyridine and pyridinium hydrobromide were reacted according to General Method 3A. Yield: 127 mg (87% of theory)